This data is from the Open Reaction Database (ORD), a public repository of structured organic reaction records. The task is: describe an organic reaction: reactants, conditions, products, and yield Starting materials: CCOc1cc(C(C)(C)C)ncc1C1=NC(C)(c2ccc(Cl)cc2)C(C)(c2ccc(Cl)cc2)N1C(=O)N1CCC(CC(=O)O)CC1, CC(C)C(C)N. Product: CCOc1cc(C(C)(C)C)ncc1C1=NC(C)(c2ccc(Cl)cc2)C(C)(c2ccc(Cl)cc2)N1C(=O)N1CCC(CC(=O)NC(C)C(C)C)CC1. As a reaction SMILES: [C:1]([CH3:2])([CH3:3])([CH3:4])[c:5]1[cH:6][c:7]([O:44][CH2:45][CH3:46])[c:8]([C:11]2=[N:15][C:14]([CH3:16])([c:17]3[cH:18][cH:19][c:20]([Cl:23])[cH:21][cH:22]3)[C:13]([CH3:24])([c:25]3[cH:26][cH:27][c:28]([Cl:31])[cH:29][cH:30]3)[N:12]2[C:32](=[O:33])[N:34]2[CH2:35][CH2:36][CH:37]([CH2:40][C:41](=[O:42])[OH:43])[CH2:38][CH2:39]2)[cH:9][n:10]1.[CH3:47][CH:48]([CH:49]([CH3:50])[NH2:51])[CH3:52]>>[C:1]([CH3:2])([CH3:3])([CH3:4])[c:5]1[cH:6][c:7]([O:44][CH2:45][CH3:46])[c:8]([C:11]2=[N:15][C:14]([CH3:16])([c:17]3[cH:18][cH:19][c:20]([Cl:23])[cH:21][cH:22]3)[C:13]([CH3:24])([c:25]3[cH:26][cH:27][c:28]([Cl:31])[cH:29][cH:30]3)[N:12]2[C:32](=[O:33])[N:34]2[CH2:35][CH2:36][CH:37]([CH2:40][C:41](=[O:42])[NH:51][CH:49]([CH:48]([CH3:47])[CH3:52])[CH3:50])[CH2:38][CH2:39]2)[cH:9][n:10]1. The reactants are BrC1=C(N)C=CC(=C1)F (2-Bromo-4-fluoro-aniline), B(Cl)(Cl)Cl (boron trichloride), C(Cl)Cl (methylene chloride), ClCC#N (chloroacetonitrile), [Cl-].[Al+3].[Cl-].[Cl-] (aluminum chloride), ice water. The solvent is ClCCCl (1,2-dichloroethane). Run at time 30 minute. Yields the product FC=1C=C2C=CNC2=C(C1)Br (5-fluoro-7-bromoindole). Yield: 28.3%. As a reaction SMILES: [Br:1][C:2]1[CH:8]=[C:7]([F:9])[CH:6]=[CH:5][C:3]=1[NH2:4].B(Cl)(Cl)Cl.C(Cl)Cl.Cl[CH2:18][C:19]#N.[Cl-].[Al+3].[Cl-].[Cl-]>ClCCCl>[F:9][C:7]1[CH:6]=[C:5]2[C:3](=[C:2]([Br:1])[CH:8]=1)[NH:4][CH:19]=[CH:18]2 |f:4.5.6.7|. Procedure: 2-Bromo-4-fluoro-aniline (13.8 g, 72.6 mmol) was added dropwise to a solution of boron trichloride in methylene chloride (1.0 M, 81.1 mL, 81.1 mmol) cooled with ice water. The reaction mixture was warmed to room temperature, stirred for 30 min, and chloroacetonitrile (13.5 mL, 87.1 mmol) and aluminum chloride (13.5 g, 98.4 mmol) added, followed by 1,2-dichloroethane (95 mL). The reaction mixture was heated to 70° C. to distill off methylene chloride, and then refluxed for 24 h. After cooling to ... The reactants are C1=CC=CC=C1 (benzene), C(C(C)C)N1C(=CC2=CC(=CC=C12)C)C(=O)OCC (ethyl 1-isobutyl-5-methyl-1H-indole-2-carboxylate), C(C)(=O)[O-].[K+] (potassium acetate), BrN1C(CCC1=O)=O (N-bromosuccinimide), N(=NC(C#N)(C)C)C(C#N)(C)C (2,2′-azobisisobutyronitrile). Run in O (water), C(C)(=O)OCC (ethyl acetate), CN(C=O)C (N,N-dimethylformamide). Reaction conditions: temperature 40 celsius, time 30 minute. Yields the product BrC1=C(N(C2=CC=C(C=C12)C=O)CC(C)C)C(=O)OCC (ethyl 3-bromo-5-formyl-1-isobutyl-1H-indole-2-carboxylate). Reaction SMILES: [CH2:1]([N:5]1C2C(=CC(C)=CC=2)[CH:7]=[C:6]1[C:15]([O:17][CH2:18][CH3:19])=[O:16])[CH:2]([CH3:4])[CH3:3].[Br:20]N1C(=O)CCC1=O.N(C(C)(C)C#N)=NC(C)(C)C#N.[C:40]([O-:43])(=O)C.[K+].[CH:45]1[CH:50]=[CH:49][CH:48]=[CH:47][CH:46]=1>CN(C)C=O.O.C(OCC)(=O)C>[Br:20][C:7]1[C:50]2[C:45](=[CH:46][CH:47]=[C:48]([CH:40]=[O:43])[CH:49]=2)[N:5]([CH2:1][CH:2]([CH3:4])[CH3:3])[C:6]=1[C:15]([O:17][CH2:18][CH3:19])=[O:16] |f:3.4|. Procedure: In 10 ml of benzene are suspended 1.00 g of ethyl 1-isobutyl-5-methyl-1H-indole-2-carboxylate, 0.76 g of N-bromosuccinimide and 0.07 g of 2,2′-azobisisobutyronitrile. The suspension is heated under reflux for two hours. The reaction mixture is concentrated under reduced pressure, and the residue thus obtained is dissolved in 10 ml of N,N-dimethylformamide. After adding 0.57 g of potassium acetate, the mixture is stirred at 40° C. for 30 minutes. The reaction mixture is added to a mixture of ethy... The reactants are O=C([O-])O, COc1cc(N)cc(OC)c1OC, CCOCCO, COc1cc2c(Cl)c(C#N)cnc2cc1F, Cl, [Na+], c1ccncc1. Yields the product COc1cc2c(Nc3cc(OC)c(OC)c(OC)c3)c(C#N)cnc2cc1F. As a reaction SMILES: [C:37](=[O:38])([OH:39])[O-:40].[CH3:17][O:18][c:19]1[cH:20][c:21]([NH2:22])[cH:23][c:24]([O:28][CH3:29])[c:25]1[O:26][CH3:27].[CH3:42][CH2:43][O:44][CH2:45][CH2:46][OH:47].[Cl:1][c:2]1[c:3]([C:15]#[N:16])[cH:4][n:5][c:6]2[cH:7][c:8]([F:14])[c:9]([O:12][CH3:13])[cH:10][c:11]12.[ClH:30].[Na+:41].[n:31]1[cH:32][cH:33][cH:34][cH:35][cH:36]1>>[c:2]1([NH:22][c:21]2[cH:20][c:19]([O:18][CH3:17])[c:25]([O:26][CH3:27])[c:24]([O:28][CH3:29])[cH:23]2)[c:3]([C:15]#[N:16])[cH:4][n:5][c:6]2[cH:7][c:8]([F:14])[c:9]([O:12][CH3:13])[cH:10][c:11]12. As a reaction SMILES: [CH2:1]([CH2:2][CH2:3][CH3:4])[C:5]1([N:23]([CH3:24])[CH3:25])[CH2:6][CH:7]=[C:8]([c:11]2[nH:12][c:13]3[cH:14][cH:15][c:16]([O:21][CH3:22])[cH:17][c:18]3[c:19]2[CH3:20])[CH2:9][CH2:10]1.[CH3:26][C:27](=[O:28])[OH:29].[CH3:30][CH2:31][OH:32]>>[CH2:1]([CH2:2][CH2:3][CH3:4])[C:5]1([N:23]([CH3:24])[CH3:25])[CH2:6][CH2:7][CH:8]([c:11]2[nH:12][c:13]3[cH:14][cH:15][c:16]([O:21][CH3:22])[cH:17][c:18]3[c:19]2[CH3:20])[CH2:9][CH2:10]1. Reactants: CCCCC1(N(C)C)CC=C(c2[nH]c3ccc(OC)cc3c2C)CC1, CC(=O)O, CCO. Yields the product CCCCC1(N(C)C)CCC(c2[nH]c3ccc(OC)cc3c2C)CC1.